Dataset: the Open Reaction Database (ORD), a public repository of structured organic reaction records. Task: describe an organic reaction: reactants, conditions, products, and yield The reactants are OC1=C(C=C(C=C1)S(=O)(=O)O)N=NC(C(=O)NC1=CC=CC=C1)C(=O)C (α-(2-Hydroxy-5-sulfophenylazo)acetoacetanilide), C(C)(=O)OC(C)=O (acetic anhydride). Run in N1=CC=CC=C1 (pyridine). Product: C(C)(=O)OC1=C(C=C(C=C1)S(=O)(=O)O)N=NC(C(=O)NC1=CC=CC=C1)C(=O)C (α-(2-Acetoxy-5-sulfophenylazo)acetoacetanilide). RXN SMILES: [OH:1][C:2]1[CH:7]=[CH:6][C:5]([S:8]([OH:11])(=[O:10])=[O:9])=[CH:4][C:3]=1[N:12]=[N:13][CH:14]([C:24]([CH3:26])=[O:25])[C:15]([NH:17][C:18]1[CH:23]=[CH:22][CH:21]=[CH:20][CH:19]=1)=[O:16].[C:27](OC(=O)C)(=[O:29])[CH3:28]>N1C=CC=CC=1>[C:27]([O:1][C:2]1[CH:7]=[CH:6][C:5]([S:8]([OH:11])(=[O:10])=[O:9])=[CH:4][C:3]=1[N:12]=[N:13][CH:14]([C:24]([CH3:26])=[O:25])[C:15]([NH:17][C:18]1[CH:19]=[CH:20][CH:21]=[CH:22][CH:23]=1)=[O:16])(=[O:29])[CH3:28]. Procedure details: α-(2-Hydroxy-5-sulfophenylazo)acetoacetanilide (40 g) was dissolved in boiling pyridine (750 ml) and acetic anhydride (100 ml) added. Some material precipitated while the reaction mixture was hot. After being cooled, the product was filtered off and dried. Yield: 38 g. The reactants are CO, c1ccc(COc2ccc(OCCCC3CC3)cc2)cc1. Yields the product Oc1ccc(OCCCC2CC2)cc1. Reaction SMILES: [CH3:22][OH:23].[CH:1]1([CH2:4][CH2:5][CH2:6][O:7][c:8]2[cH:9][cH:10][c:11]([O:14][CH2:15][c:16]3[cH:17][cH:18][cH:19][cH:20][cH:21]3)[cH:12][cH:13]2)[CH2:2][CH2:3]1>>[CH:1]1([CH2:4][CH2:5][CH2:6][O:7][c:8]2[cH:9][cH:10][c:11]([OH:14])[cH:12][cH:13]2)[CH2:2][CH2:3]1. The reactants are [H-].[Na+] (NaH), IC=1C=NNC1 (4-iodopyrazole), S(=O)(=O)(C)C1CCN(CC1)C(=O)OC(C)(C)C (tert-butyl 4-mesylpiperidine-1-carboxylate). Solvent: CN(C)C=O (DMF). Run at time 1 hour. Product: IC=1C=NN(C1)C1CCN(CC1)C(=O)OC(C)(C)C (tert-butyl 4-(4-iodopyrazol-1-yl)piperidine-1-carboxylate). RXN SMILES: [H-].[Na+].[I:3][C:4]1[CH:5]=[N:6][NH:7][CH:8]=1.S([CH:13]1[CH2:18][CH2:17][N:16]([C:19]([O:21][C:22]([CH3:25])([CH3:24])[CH3:23])=[O:20])[CH2:15][CH2:14]1)(C)(=O)=O>CN(C=O)C>[I:3][C:4]1[CH:5]=[N:6][N:7]([CH:13]2[CH2:18][CH2:17][N:16]([C:19]([O:21][C:22]([CH3:25])([CH3:24])[CH3:23])=[O:20])[CH2:15][CH2:14]2)[CH:8]=1 |f:0.1|. Procedure: NaH (60% suspension, 1.13 g, 28.4 mmol) was added portion wise to a solution of 4-iodopyrazole (5 g, 25.7 mmol) in anhydrous DMF (30 mL) at 0° C.; and it was stirred for 1 h. Finally, tert-butyl 4-mesylpiperidine-1-carboxylate (CAS: 141699-59-4) (6.5 g, 32.7 mmol) was added to the reaction mixture and it was stirred at 100° C. for 16 h. It was, then, cooled and quenched with saturated solution of NH4Cl (100 mL). Extraction was carried out using EtOAc (50 mL×2); the combined organic layers were w... Reactants: O[C@@H]1CCN2C(N(C([C@@H]21)=O)C2=CC=C(C1=CC=CC=C21)C#N)=O (trans-4-(Tetrahydro-7-hydroxy-1,3-dioxo-1H-pyrrolo[1,2-c]imidazol-2(3H)-yl)-1-naphthalenecarbonitrile), C(C)(=O)OC(C)=O (acetic anhydride). Reagents/catalysts: CN(C1=CC=NC=C1)C (4-dimethylaminopyridine). Solvent: N1=CC=CC=C1 (pyridine). Reaction conditions: time 3 hour. Yields the product C(C)(=O)OC1CCN2C(N(C(C21)=O)C2=CC=C(C1=CC=CC=C21)C#N)=O (4-(7-Acetoxy-1,3-dioxo-tetrahydro-pyrrolo[1,2-c]imidazol-2-yl)-naphthalene-1-carbonitrile). Yield: 50.1%. RXN SMILES: [OH:1][C@H:2]1[C@@H:9]2[N:5]([C:6](=[O:23])[N:7]([C:11]3[C:20]4[C:15](=[CH:16][CH:17]=[CH:18][CH:19]=4)[C:14]([C:21]#[N:22])=[CH:13][CH:12]=3)[C:8]2=[O:10])[CH2:4][CH2:3]1.[C:24](OC(=O)C)(=[O:26])[CH3:25]>N1C=CC=CC=1.CN(C)C1C=CN=CC=1>[C:24]([O:1][CH:2]1[CH:9]2[N:5]([C:6](=[O:23])[N:7]([C:11]3[C:20]4[C:15](=[CH:16][CH:17]=[CH:18][CH:19]=4)[C:14]([C:21]#[N:22])=[CH:13][CH:12]=3)[C:8]2=[O:10])[CH2:4][CH2:3]1)(=[O:26])[CH3:25]. Reported procedure: To a solution of 6C (123 mg, 0.4 mmol) in pyridine (3 mL) was added acetic anhydride (0.26 mL, 2.8 mmol), followed by 4-dimethylaminopyridine (15 mg). The reaction mixture was stirred at RT for 3 h, then quenched with water and extracted with CH2Cl2 (3×10 mL). The combined organic extracts were washed with brine, dried over Na2SO4 and filtered. The filtrate was concentrated under reduced pressure to give a crude product, which was chromatographed (silica gel) eluting with 2% MeOH in EtOAc/hexane...